Dataset: the Open Reaction Database (ORD), a public repository of structured organic reaction records. Task: describe an organic reaction: reactants, conditions, products, and yield Reactants: CNCC1=CC=CC=C1 (Methylbenzylamine), C(C)(C)(C)OC(=O)N1CC(C(CC1)=O)C ((±)-3-Methyl-4-oxo-piperidine-1-carboxylic acid tert-butyl ester), C(C)(=O)O[BH-](OC(C)=O)OC(C)=O.[Na+] (sodium triacetoxyborohydride). Solvent: ClCCl (dichloromethane). Reaction conditions: time 8 hour. The product is C(C)(C)(C)OC(=O)N1C[C@H]([C@@H](CC1)N[C@@H](C)C1=CC=CC=C1)C ((3R, 4R)-3-methyl-4-(1-(S)-phenyl-ethylamino)-piperidine-1-carboxylic acid tert-butyl ester). As a reaction SMILES: [C:1]([O:5][C:6]([N:8]1[CH2:13][CH2:12][C:11](=O)[CH:10]([CH3:15])[CH2:9]1)=[O:7])([CH3:4])([CH3:3])[CH3:2].C[NH:17][CH2:18][C:19]1[CH:24]=[CH:23][CH:22]=[CH:21][CH:20]=1.[C:25](O[BH-](OC(=O)C)OC(=O)C)(=O)C.[Na+]>ClCCl>[C:1]([O:5][C:6]([N:8]1[CH2:13][CH2:12][C@@H:11]([NH:17][C@H:18]([C:19]2[CH:24]=[CH:23][CH:22]=[CH:21][CH:20]=2)[CH3:25])[C@H:10]([CH3:15])[CH2:9]1)=[O:7])([CH3:4])([CH3:3])[CH3:2] |f:2.3|. Procedure: (±)-3-Methyl-4-oxo-piperidine-1-carboxylic acid tert-butyl ester (5.4 g, 25.3 mmol) was dissolved in dichloromethane (75 mL). S-(−)-□-Methylbenzylamine (3.1 g, 3.2 mL, 25.3 mmol) was added followed by sodium triacetoxyborohydride (10.7 g, 50.6 mmol). The reaction was stirred at room temperature overnight. LC/MS analysis revealed four components, with only one component clearly separated. The reaction was diluted with dichloromethane (150 mL) and extracted water (2x), brine and dried over MgSO4. ... The reactants are BrC1=CC(=C(C=C1)C(=O)N1CCN(CC1)C1=NC=C(C=C1C)CC)N1S(CCC1)(=O)=O ([4-bromo-2-(1,1-dioxoisothiazolidin-2-yl)phenyl][4-(5-ethyl-3-methylpyridin-2-yl)piperazin-1-yl]methanone), C(C)[C@H]1NC(OC1)=O ((R)-4-ethyloxazolidin-2-one). Product: O=S1(N(CCC1)C=1C=C(C=CC1C(=O)N1CCN(CC1)C1=NC=C(C=C1C)CC)N1C(OC[C@H]1CC)=O)=O ((R)-3-{3-(1,1-dioxoisothiazolidin-2-yl)-4-[4-(5-ethyl-3-methylpyridin-2-yl)piperazine-1-carbonyl]phenyl}-4-ethyloxazolidin-2-one). Yield: 84.8%. RXN SMILES: Br[C:2]1[CH:7]=[CH:6][C:5]([C:8]([N:10]2[CH2:15][CH2:14][N:13]([C:16]3[C:21]([CH3:22])=[CH:20][C:19]([CH2:23][CH3:24])=[CH:18][N:17]=3)[CH2:12][CH2:11]2)=[O:9])=[C:4]([N:25]2[CH2:29][CH2:28][CH2:27][S:26]2(=[O:31])=[O:30])[CH:3]=1.[CH2:32]([C@@H:34]1[CH2:38][O:37][C:36](=[O:39])[NH:35]1)[CH3:33]>>[O:30]=[S:26]1(=[O:31])[CH2:27][CH2:28][CH2:29][N:25]1[C:4]1[CH:3]=[C:2]([N:35]2[C@H:34]([CH2:32][CH3:33])[CH2:38][O:37][C:36]2=[O:39])[CH:7]=[CH:6][C:5]=1[C:8]([N:10]1[CH2:15][CH2:14][N:13]([C:16]2[C:21]([CH3:22])=[CH:20][C:19]([CH2:23][CH3:24])=[CH:18][N:17]=2)[CH2:12][CH2:11]1)=[O:9]. Procedure: By reaction and treatment in the same manner as in Example 149 and using [4-bromo-2-(1,1-dioxoisothiazolidin-2-yl)phenyl][4-(5-ethyl-3-methylpyridin-2-yl)piperazin-1-yl]methanone (507 mg) described in Preparation Example 180 and (R)-4-ethyloxazolidin-2-one (138 mg) described in Preparation Example 26, the title compound (459 mg) was obtained. Starting materials: NC1=C2CNC(C2=CC=C1)=O (4-amino-2,3-dihydro-1H-isoindol-1-one), mono-methyloctadioic acid chloride. Solvent: C(C)(=O)OCC (ethyl acetate), C(=O)(O)[O-].[Na+] (NaHCO3). Reaction conditions: time 30 minute. Product: C1(NCC2=CC=CC=C12)=O (2,3-dihydro-1H-isoindol-1-one). RXN SMILES: N[C:2]1[CH:10]=[CH:9][CH:8]=[C:7]2[C:3]=1[CH2:4][NH:5][C:6]2=[O:11]>C(OCC)(=O)C.C([O-])(O)=O.[Na+]>[C:6]1(=[O:11])[C:7]2[C:3](=[CH:2][CH:10]=[CH:9][CH:8]=2)[CH2:4][NH:5]1 |f:2.3|. Reported procedure: A suspension of 2,3-dihydro-1H-isoindol-1-one 4 (7 gm, 0.04 mol.) in ethyl acetate and aq. NaHCO3 solution, was treated with mono-methyloctadioic acid chloride at room temperature. The reaction mixture was stirred at room temperature for 30 min. The solid that separated was filtered and dried under vacuum to give 2,3-dihydro-1H-isoindol-1-one 85, which was hydrolyzed by KOH (5 eq) in ethanol at 0° C. to generate acid 59 (5.775 gm).